From a dataset of the Open Reaction Database (ORD), a public repository of structured organic reaction records. describe an organic reaction: reactants, conditions, products, and yield The product is O=S(=O)(c1cccc2ccccc12)c1nn(Cc2cccc(Cl)c2)c2ccc(CO)cc12. RXN SMILES: [BH4-:33].[CH2:35]1[O:36][CH2:37][CH2:38][CH2:39]1.[Cl:1][c:2]1[cH:3][c:4]([CH2:5][n:6]2[n:7][c:8]([S:17](=[O:18])(=[O:19])[c:20]3[cH:21][cH:22][cH:23][c:24]4[cH:25][cH:26][cH:27][cH:28][c:29]34)[c:9]3[cH:10][c:11]([CH:15]=[O:16])[cH:12][cH:13][c:14]23)[cH:30][cH:31][cH:32]1.[Na+:34].[OH2:40]>>[Cl:1][c:2]1[cH:3][c:4]([CH2:5][n:6]2[n:7][c:8]([S:17](=[O:18])(=[O:19])[c:20]3[cH:21][cH:22][cH:23][c:24]4[cH:25][cH:26][cH:27][cH:28][c:29]34)[c:9]3[cH:10][c:11]([CH2:15][OH:16])[cH:12][cH:13][c:14]23)[cH:30][cH:31][cH:32]1. Starting materials: [BH4-], C1CCOC1, O=Cc1ccc2c(c1)c(S(=O)(=O)c1cccc3ccccc13)nn2Cc1cccc(Cl)c1, [Na+], O. Starting materials: CN1N=CC(=C1)C1=CC2=C(N(C=N2)C=2C=C(C=C(C2)C=2OC(=CC2)C)NC(C)=O)C=C1 (N-(3-(5-(1-methyl-1H-pyrazol-4-yl)-1H-benzo[d]imidazol-1-yl)-5-(5-methyl-furan-2-yl)phenyl)acetamide), C1(CC1)S(=O)(=O)Cl (cyclopropane sulfonyl chloride). Yields the product CN1N=CC(=C1)C1=CC2=C(N(C=N2)C=2C=C(C=C(C2)C=2OC(=CC2)C)NS(=O)(=O)C2CC2)C=C1 (N-(3-(5-(1-methyl-1H-pyrazol-4-yl)-1H-benzo[d]imidazol-1-yl)-5-(5-methyl-furan-2-yl)phenyl)cyclopropanesulfonamide). As a reaction SMILES: [CH3:1][N:2]1[CH:6]=[C:5]([C:7]2[CH:31]=[CH:30][C:10]3[N:11]([C:14]4[CH:15]=[C:16]([NH:26]C(=O)C)[CH:17]=[C:18]([C:20]5[O:21][C:22]([CH3:25])=[CH:23][CH:24]=5)[CH:19]=4)[CH:12]=[N:13][C:9]=3[CH:8]=2)[CH:4]=[N:3]1.[CH:32]1([S:35](Cl)(=[O:37])=[O:36])[CH2:34][CH2:33]1>>[CH3:1][N:2]1[CH:6]=[C:5]([C:7]2[CH:31]=[CH:30][C:10]3[N:11]([C:14]4[CH:15]=[C:16]([NH:26][S:35]([CH:32]5[CH2:34][CH2:33]5)(=[O:37])=[O:36])[CH:17]=[C:18]([C:20]5[O:21][C:22]([CH3:25])=[CH:23][CH:24]=5)[CH:19]=4)[CH:12]=[N:13][C:9]=3[CH:8]=2)[CH:4]=[N:3]1. Reported procedure: The compound was prepared from the compound of Example 73 using the procedures of Example 74 and cyclopropane sulfonyl chloride. 1H NMR (300 MHz, CD3OD): δ 8.5 (s, 1H), 8.0 (s, 1H), 7.95 (s, 1H), 7.9 (s, 1H), 7.6-7.7 (m, 4H), 7.5 (s, 1H), 6.8 (d, 1H), 6.2 (s, 1H), 4.0 (s, 3H), 2.4 (s, 3H), 1.0-1.5 (m, 4H). LC-MS (ESI): Calculated mass: 473.55; Observed mass: 474.0 [M+H]+ (rt: 1.382 min). Reactants: C=1C=CC2=C(C1)N=NN2O (HOBt), CCN=C=NCCCN(C)C.Cl (EDCI hydrochloride), CN1C(N(C(C=2C1=CSC2C)=O)C)=O (1,3,5-trimethylthieno[3,4-d]pyrimidine-2,4(1H,3H)-dione), FC1=C(C=C(C=C1)C=1N=C(SC1)N)C(F)(F)F (4-[4-fluoro-3-(trifluoromethyl)phenyl]-1,3-thiazol-2-amine). The reagents and catalysts are CN(C)C=1C=CN=CC1 (DMAP). Run in ClCCCl (1,2 dichloroethane). Yields the product CN1C(N(C(C2=C1SC=C2CC(=O)NC=2SC=C(N2)C2=CC(=C(C=C2)F)C(F)(F)F)=O)C)=O (2-(1,3-Dimethyl-2,4-dioxo-1,2,3,4-tetrahydrothieno[2,3-d]pyrimidin-5-yl)-N-{4-[4-fluoro-3-(trifluoromethyl)phenyl]-1,3-thiazol-2-yl}acetamide), product. As a reaction SMILES: [CH3:1][N:2]1[C:7]2=[CH:8][S:9][C:10](C)=[C:6]2[C:5](=[O:12])[N:4]([CH3:13])[C:3]1=[O:14].[F:15][C:16]1[CH:21]=[CH:20][C:19]([C:22]2[N:23]=[C:24]([NH2:27])[S:25][CH:26]=2)=[CH:18][C:17]=1[C:28]([F:31])([F:30])[F:29].CCN=C=NC[CH2:38][CH2:39]N(C)C.Cl.C1C=CC2N([OH:53])N=NC=2C=1>CN(C1C=CN=CC=1)C.ClCCCl>[CH3:1][N:2]1[C:10]2[S:9][CH:8]=[C:7]([CH2:38][C:39]([NH:27][C:24]3[S:25][CH:26]=[C:22]([C:19]4[CH:20]=[CH:21][C:16]([F:15])=[C:17]([C:28]([F:29])([F:31])[F:30])[CH:18]=4)[N:23]=3)=[O:53])[C:6]=2[C:5](=[O:12])[N:4]([CH3:13])[C:3]1=[O:14] |f:2.3|. Procedure: The title compound was prepared according to the general procedure (Method A) by coupling Intermediate 1 (102 mg, 0.401 mmol) with 4-[4-fluoro-3-(trifluoromethyl)phenyl]-1,3-thiazol-2-amine (105 mg, 0.401 mmol) in the presence of EDCI hydrochloride (92 mg, 0.481 mmol), HOBt (16 mg, 0.120 mmol) and DMAP (5 mg, 0.040 mmol) in 1,2 dichloroethane (4 ml) to give 23 mg of the product as a white solid; 1H NMR (300 MHz, DMSO-d6) δ 3.19 (s, 3H), 3.47 (s, 3H), 4.06 (s, 2H), 7.07 (s, 1H), 7.64 (t, J=9.0 Hz... The reactants are C(C)(=O)NC1=CC=C(C(=N1)C(=O)OC)OCC1=CC=CC=C1 (methyl 6-acetylamino-3-benzyloxypicolinate). Reagents/catalysts: [C].[Pd] (palladium carbon). The solvent is CO (methanol). Product: C(C)(=O)NC1=CC=C(C(=N1)C(=O)OC)O (methyl 6-acetylamino-3-hydroxypicolinate). Yield: 79.0%. RXN SMILES: [C:1]([NH:4][C:5]1[N:10]=[C:9]([C:11]([O:13][CH3:14])=[O:12])[C:8]([O:15]CC2C=CC=CC=2)=[CH:7][CH:6]=1)(=[O:3])[CH3:2]>[C].[Pd].CO>[C:1]([NH:4][C:5]1[N:10]=[C:9]([C:11]([O:13][CH3:14])=[O:12])[C:8]([OH:15])=[CH:7][CH:6]=1)(=[O:3])[CH3:2] |f:1.2|. Procedure: 1.57 g (4.7 mmol) of the obtained methyl 6-acetylamino-3-benzyloxypicolinate and 0.2 g of 10% palladium carbon were added to 100 ml of methanol, and the mixture was hydrogenated under atmospheric pressure. After completion of the reaction, the reaction mixture was filtered and concentrated to obtain crystals, which were washed with diisopropyl ether to obtain methyl 6-acetylamino-3-hydroxypicolinate. The reactants are C(=O)(N1C=NC=C1)N1C=NC=C1 (1,1′-carbonyldiimidazole), NC=1C=C(C(=O)OC)C=CC1N (methyl 3,4-diaminobenzoate), O (Water). Solvent: C1CCOC1 (THF), C1CCOC1 (THF). Run at time 2 hour. The product is COC(=O)C1=CC2=C(NC(N2)=O)C=C1 (2-Oxo-2,3-dihydro-1H-benzoimidazole-5-carboxylic acid methyl ester). Reaction SMILES: [C:1](N1C=CN=C1)(N1C=CN=C1)=[O:2].[NH2:13][C:14]1[CH:15]=[C:16]([CH:21]=[CH:22][C:23]=1[NH2:24])[C:17]([O:19][CH3:20])=[O:18].O>C1COCC1>[CH3:20][O:19][C:17]([C:16]1[CH:21]=[CH:22][C:23]2[NH:24][C:1](=[O:2])[NH:13][C:14]=2[CH:15]=1)=[O:18]. Procedure details: A solution of 1,1′-carbonyldiimidazole (5 g) in THF (20 ml) was added to a solution of methyl 3,4-diaminobenzoate (CAS Reg. No. 36692-49-6, 5 g) in THF (50 ml). The mixture was stirred at room temperature for 2 h. Water (150 ml) was added. The mixture was filtered and the residue dried to give the title compound (5.6 g) as a light yellow powder. MS (m/e, ISP neg. ion)=191.2 [M−H+]. Reactants: CCCCN(Cc1cccc(OC)c1OC)C(=O)COc1ccc(CC(OCC)C(=O)OCC)cc1, CC#N, Cl, [Li+], [OH-]. The product is CCCCN(Cc1cccc(OC)c1OC)C(=O)COc1ccc(CC(OCC)C(=O)O)cc1. Reaction SMILES: [CH2:1]([CH3:2])[O:3][C:4]([CH:5]([CH2:6][c:7]1[cH:8][cH:9][c:10]([O:13][CH2:14][C:15](=[O:16])[N:17]([CH2:18][CH2:19][CH2:20][CH3:21])[CH2:22][c:23]2[c:24]([O:31][CH3:32])[c:25]([O:29][CH3:30])[cH:26][cH:27][cH:28]2)[cH:11][cH:12]1)[O:33][CH2:34][CH3:35])=[O:36].[CH3:40][C:41]#[N:42].[ClH:39].[Li+:38].[OH-:37]>>[O:3]=[C:4]([CH:5]([CH2:6][c:7]1[cH:8][cH:9][c:10]([O:13][CH2:14][C:15](=[O:16])[N:17]([CH2:18][CH2:19][CH2:20][CH3:21])[CH2:22][c:23]2[c:24]([O:31][CH3:32])[c:25]([O:29][CH3:30])[cH:26][cH:27][cH:28]2)[cH:11][cH:12]1)[O:33][CH2:34][CH3:35])[OH:36]. The reactants are FC(C=1C=C(C=C(C1)C(F)(F)F)C(C(=O)N(C)C=1C=NC(=CC1C1=C(C=C(C=C1)F)C)Cl)(C)C)(F)F (2-[3,5-bis(trifluoromethyl)phenyl]-N-[6-chloro-4-(4-fluoro-2-methylphenyl)-3-pyridinyl]-N,2-dimethylpropanamide), C([O-])([O-])=O.[Cs+].[Cs+] (cesium carbonate), C1[C@H]2N(CC(N1)=O)CCC2 ((8aS)-hexahydropyrrolo[1,2-a]pyrazin-3(4H)-one), CN(CN)C (N,N-dimethylmethanediamine). The reagents and catalysts are [Cu](I)I (copper iodide). The solvent is O1CCOCC1 (dioxane). Reaction conditions: temperature 80 celsius. Product: FC(C=1C=C(C=C(C1)C(F)(F)F)C(C(=O)N(C)C=1C=NC(=CC1C1=C(C=C(C=C1)F)C)N1C[C@H]2N(CC1=O)CCC2)(C)C)(F)F (2-[3,5-Bis(trifluoromethyl)phenyl]-N-{4-(4-fluoro-2-methylphenyl)-6-[(8aS)-3-oxohexahydropyrrolo[1,2-a]pyrazin-2(1H)-yl]-3-pyridinyl}-N,2-dimethylpropanamide). Isolated yield 45.4%. As a reaction SMILES: [F:1][C:2]([F:36])([F:35])[C:3]1[CH:4]=[C:5]([C:13]([CH3:34])([CH3:33])[C:14]([N:16]([C:18]2[CH:19]=[N:20][C:21](Cl)=[CH:22][C:23]=2[C:24]2[CH:29]=[CH:28][C:27]([F:30])=[CH:26][C:25]=2[CH3:31])[CH3:17])=[O:15])[CH:6]=[C:7]([C:9]([F:12])([F:11])[F:10])[CH:8]=1.[CH2:37]1[NH:42][C:41](=[O:43])[CH2:40][N:39]2[CH2:44][CH2:45][CH2:46][C@@H:38]12.CN(C)CN.C(=O)([O-])[O-].[Cs+].[Cs+]>O1CCOCC1.[Cu](I)I>[F:1][C:2]([F:36])([F:35])[C:3]1[CH:4]=[C:5]([C:13]([CH3:34])([CH3:33])[C:14]([N:16]([C:18]2[CH:19]=[N:20][C:21]([N:42]3[C:41](=[O:43])[CH2:40][N:39]4[CH2:44][CH2:45][CH2:46][C@H:38]4[CH2:37]3)=[CH:22][C:23]=2[C:24]2[CH:29]=[CH:28][C:27]([F:30])=[CH:26][C:25]=2[CH3:31])[CH3:17])=[O:15])[CH:6]=[C:7]([C:9]([F:12])([F:11])[F:10])[CH:8]=1 |f:3.4.5|. Procedure: The title compound was prepared starting from 100 mg (0.187 mmoles) of 2-[3,5-bis(trifluoromethyl)phenyl]-N-[6-chloro-4-(4-fluoro-2-methylphenyl)-3-pyridinyl]-N,2-dimethylpropanamide (WO 2005/002577), 79 mg (0.563 mmol) of (8aS)-hexahydropyrrolo[1,2-a]pyrazin-3(4H)-one (D12), 72 mg of copper iodide (0.378 mmol), 40 μl (0.375 mmol) of N,N-dimethylmethanediamine, 112.4 mg (0.375 mmol) of cesium carbonate; the reagents were dissolved in 4 ml of dioxane and heated at 80° C. for 4 h and then at 120° ... Starting materials: CC=1SC(=CC1)B(O)O (2-methylthiophene-5-boronic acid), BrC1=CC=C(S1)S(=O)(=O)N1C=CC=C1 (N-(5-bromothiophene-2-sulfonyl)pyrrole). Product: CC1=CC=C(S1)C1=CC=C(S1)S(=O)(=O)N1C=CC=C1 (N-[5-(5-methyl-2-thienyl)thiophene-2-sulfonyl]pyrrole), sulfonamide. Yield: 72.0%. RXN SMILES: [CH3:1][C:2]1[S:3][C:4](B(O)O)=[CH:5][CH:6]=1.Br[C:11]1[S:15][C:14]([S:16]([N:19]2[CH:23]=[CH:22][CH:21]=[CH:20]2)(=[O:18])=[O:17])=[CH:13][CH:12]=1>>[CH3:1][C:2]1[S:3][C:4]([C:11]2[S:15][C:14]([S:16]([N:19]3[CH:23]=[CH:22][CH:21]=[CH:20]3)(=[O:17])=[O:18])=[CH:13][CH:12]=2)=[CH:5][CH:6]=1. Procedure details: N-[5-(5-methyl-2-thienyl)thiophene-2-sulfonyl]pyrrole was prepared in the same manner as described in Example 32C from 2-methylthiophene-5-boronic acid and N-(5-bromothiophene-2-sulfonyl)pyrrole. Purification by column chromatography using 2% ether/hexanes gave the pure sulfonamide in 72% yield as a white solid. The reactants are O (water), ClC=1C(=CC(=C(N)C1)F)S (5-chloro-2-fluoro-4-mercaptoaniline), ClC=1C=C(C=CC1Cl)C(F)(F)F (3,4-dichlorobenzotrifluoride), C([O-])([O-])=O.[K+].[K+] (potassium carbonate). Run in CN(C=O)C (dimethylformamide). Reaction conditions: time 2 hour. Product: ClC=1C(=CC(=C(N)C1)F)SC1=C(C=C(C=C1)C(F)(F)F)Cl (5-chloro-2-fluoro-4-[2-chloro-4-(trifluoromethyl)phenylthio]aniline). Yield: 66.0%. RXN SMILES: [Cl:1][C:2]1[C:3]([SH:10])=[CH:4][C:5]([F:9])=[C:6]([CH:8]=1)[NH2:7].[Cl:11][C:12]1[CH:13]=[C:14]([C:19]([F:22])([F:21])[F:20])[CH:15]=[CH:16][C:17]=1Cl.C(=O)([O-])[O-].[K+].[K+].O>CN(C)C=O>[Cl:1][C:2]1[C:3]([S:10][C:17]2[CH:16]=[CH:15][C:14]([C:19]([F:22])([F:21])[F:20])=[CH:13][C:12]=2[Cl:11])=[CH:4][C:5]([F:9])=[C:6]([CH:8]=1)[NH2:7] |f:2.3.4|. Procedure details: 5.00 Grams of 5-chloro-2-fluoro-4-mercaptoaniline, 12.2 g of 3,4-dichlorobenzotrifluoride and 4.31 g of potassium carbonate were dissolved in 30 ml of dimethylformamide, and the resulting solution was stirred for 2 hours at a temperature of from 100° to 110° C. in an oil bath. Thereafter, the reaction solution was poured into water and extracted with three 200-ml portions of diethyl ether. The extract obtained was washed with water, dried, filtered and concentrated. The residue obtained was subj... Reactants: [OH-].[Na+] (NaOH), stainless steel, C1C2=C(CC3=C1NC4=CC=CC=C4C3=O)NC5=CC=CC=C5C2=O (6,13-dihydroquinacridone), [N+](=O)([O-])C=1C=C(C=CC1)S(=O)(=O)[O-].[Na+] (sodium m-nitrobenzenesulfonate). Solvent: CO (methanol). Yields the product C1=CC=C2C(=C1)C(=O)C3=CC4=C(C=C3N2)C(=O)C5=CC=CC=C5N4 (quinacridone). RXN SMILES: [OH-].[Na+].[CH2:3]1[C:8]2[NH:9][C:10]3[C:15]([C:16](=[O:17])[C:7]=2[CH2:6][C:5]2[NH:18][C:19]4[C:24]([C:25](=[O:26])[C:4]1=2)=[CH:23][CH:22]=[CH:21][CH:20]=4)=[CH:14][CH:13]=[CH:12][CH:11]=3.[N+](C1C=C(S([O-])(=O)=O)C=CC=1)([O-])=O.[Na+]>CO>[CH:22]1[CH:23]=[C:24]2[C:25]([C:4]3[C:5]([NH:18][C:19]2=[CH:20][CH:21]=1)=[CH:6][C:7]1[C:16]([C:15]2[C:10]([NH:9][C:8]=1[CH:3]=3)=[CH:11][CH:12]=[CH:13][CH:14]=2)=[O:17])=[O:26] |f:0.1,3.4|. Procedure: 79 Parts of methanol and 12 parts of a 50% NaOH aqeuous solution were fully stirred in a flask of stainless steel. 10 Parts of the 6,13-dihydroquinacridone obtained in Example 9 and 10 parts of sodium m-nitrobenzenesulfonate were gradually added, and the mixture was refluxed at 70° to 75° C. for 3 to 5 hours. The mixture was cooled until it had a temperature of 40° C. or lower, and the mixture was filtered. The resultant cake was washed with hot water until the wash water was colorless and trans...